Dataset: the Open Reaction Database (ORD), a public repository of structured organic reaction records. Task: describe an organic reaction: reactants, conditions, products, and yield Starting materials: N1C=NC(=C1)CC(=O)O (4-Imidazoleacetic acid), [Na] (sodium), hydrate, compound ix, CO (MeOH). Reaction conditions: time 0.5 hour. The product is N1C=NC(=C1)CC(=O)OC (Methyl 4-Imidazoleacetate). RXN SMILES: [NH:1]1[CH:5]=[C:4]([CH2:6][C:7]([OH:9])=[O:8])[N:3]=[CH:2]1.[Na].[CH3:11]O>>[NH:1]1[CH:5]=[C:4]([CH2:6][C:7]([O:9][CH3:11])=[O:8])[N:3]=[CH:2]1 |^1:9|. Reported procedure: A solution of 4-Imidazoleacetic acid, sodium salt, hydrate (compound ix, where R2 is H) (3.0 g, 18.1 mmol) in MeOH (50 ml) was cooled to about 0° C. and anhydrous HCl gas was bubbled into the mixture for about 15 minutes while maintaining reaction temperature below about 5° C. The reaction was stirred for about ½ hour at room temperature and then solvents were removed under reduced pressure to yield an oil which solidifies on standing. Mass spec 141.0 MH+, NMR (300 MHZ, DMSO-d6, 30° C.), 9.0–9.2... Starting materials: ClC=1C=C(C=CC1S(=O)(=O)C)[C@H](C(=O)O)CC1CCCC1 (2(R)-(3-chloro-4-methanesulfonyl-phenyl)-3-cyclopentyl-propionic acid), C(C(=O)Cl)(=O)Cl (oxalyl chloride), NC1=NC=C(N=C1)C=C(C)C (2-amino-5-(2,2-dimethylvinyl)-pyrazine), N1=CC=CC=C1 (pyridine). Reagents/catalysts: CN(C=O)C (N,N-dimethylformamide). Run in C(Cl)Cl (methylene chloride), C(Cl)Cl (methylene chloride). Run at temperature 25 celsius, time 2 hour. Product: hexanes ethyl acetate, ClC=1C=C(C=CC1S(=O)(=O)C)[C@H](C(=O)NC1=NC=C(N=C1)C=C(C)C)CC1CCCC1 (2(R)-(3-chloro-4-methanesulfonyl-phenyl)-3-cyclopentyl-N-[5-(2-methylpropenyl)-pyrazin-2-yl]-propionamide). The yield is 84.4%. Reaction SMILES: [Cl:1][C:2]1[CH:3]=[C:4]([C@@H:12]([CH2:16][CH:17]2[CH2:21][CH2:20][CH2:19][CH2:18]2)[C:13]([OH:15])=O)[CH:5]=[CH:6][C:7]=1[S:8]([CH3:11])(=[O:10])=[O:9].C(Cl)(=O)C(Cl)=O.[NH2:28][C:29]1[CH:34]=[N:33][C:32]([CH:35]=[C:36]([CH3:38])[CH3:37])=[CH:31][N:30]=1.N1C=CC=CC=1>C(Cl)Cl.CN(C)C=O>[Cl:1][C:2]1[CH:3]=[C:4]([C@@H:12]([CH2:16][CH:17]2[CH2:21][CH2:20][CH2:19][CH2:18]2)[C:13]([NH:28][C:29]2[CH:34]=[N:33][C:32]([CH:35]=[C:36]([CH3:38])[CH3:37])=[CH:31][N:30]=2)=[O:15])[CH:5]=[CH:6][C:7]=1[S:8]([CH3:11])(=[O:9])=[O:10]. Procedure details: A solution of 2(R)-(3-chloro-4-methanesulfonyl-phenyl)-3-cyclopentyl-propionic acid (prepared as in Example 1, 930 mg, 2.82 mmol) in methylene chloride (10 mL) was treated with oxalyl chloride (490 μL, 5.64 mmol) and N,N-dimethylformamide (1 drop). The mixture was stirred at 25° C. for 2 h. The reaction mixture was concentrated in vacuo, and the residue was dried in vacuo. The residue was then dissolved in benzene, and the solvents were concentrated in vacuo. The residue was dried in vacuo. This... The reactants are Cl (hydrochloric acid), N(=O)[O-].[Na+] (sodium nitrite), C1CC2=CC=CC=C2C(=O)C1 (α-tetralone), [N-]=[N+]=[N-].[Na+] (sodium azide). The solvent is O (water), O (water), O (water). Yields the product NC1=C2CCCC(C2=CC=C1)=O (5-Amino-1-tetralone), N(=[N+]=[N-])C1=C2CCCC(C2=CC=C1)=O (5-azido-1-tetralone). As a reaction SMILES: [CH2:1]1[CH2:11][C:9](=[O:10])[C:8]2[C:3](=[CH:4][CH:5]=[CH:6][CH:7]=2)[CH2:2]1.Cl.[N:13]([O-])=O.[Na+].[N-:17]=[N+:18]=[N-:19].[Na+]>O>[NH2:13][C:4]1[CH:5]=[CH:6][CH:7]=[C:8]2[C:3]=1[CH2:2][CH2:1][CH2:11][C:9]2=[O:10].[N:17]([C:4]1[CH:5]=[CH:6][CH:7]=[C:8]2[C:3]=1[CH2:2][CH2:1][CH2:11][C:9]2=[O:10])=[N+:18]=[N-:19] |f:2.3,4.5|. Procedure: 5-Amino-1-tetralone was prepared from α-tetralone according to the literature (J. Am. Chem. Soc. 1994, p4852). To a cold solution of 5-amino-1-tetratone (415 mg) in water (2 mL) and concentrated hydrochloric acid (5 mL) was added a solution of sodium nitrite (186 mg) in water (1.2 mL), maintaining low temperature. After 40 minutes a solution of sodium azide (184 mg) in water (1.2 mL) was added dropwise. The reaction mixture was allowed to warm to room temperature. After one further hour the reac...